From a dataset of the Open Reaction Database (ORD), a public repository of structured organic reaction records. describe an organic reaction: reactants, conditions, products, and yield Starting materials: COc1ccc(C=CC(=O)Nc2cccc3ccccc23)cc1OC(C)=O, CO, Cl, [Na+], [OH-]. The product is COc1ccc(C=CC(=O)Nc2cccc3ccccc23)cc1O. RXN SMILES: [C:1](=[O:2])([CH3:3])[O:4][c:5]1[cH:6][c:7]([CH:13]=[CH:14][C:15](=[O:16])[NH:17][c:18]2[cH:19][cH:20][cH:21][c:22]3[cH:23][cH:24][cH:25][cH:26][c:27]23)[cH:8][cH:9][c:10]1[O:11][CH3:12].[CH3:31][OH:32].[ClH:30].[Na+:29].[OH-:28]>>[OH:4][c:5]1[cH:6][c:7]([CH:13]=[CH:14][C:15](=[O:16])[NH:17][c:18]2[cH:19][cH:20][cH:21][c:22]3[cH:23][cH:24][cH:25][cH:26][c:27]23)[cH:8][cH:9][c:10]1[O:11][CH3:12]. Reactants: O=CC1CCN(C(=O)OCc2ccccc2)CC1, C1CCOC1, [H-], [Na+], CCOP(=O)(CC(=O)c1ccccc1)OCC. The product is O=C(C=CC1CCN(C(=O)OCc2ccccc2)CC1)c1ccccc1. RXN SMILES: [CH2:20]([c:21]1[cH:22][cH:23][cH:24][cH:25][cH:26]1)[O:27][C:28](=[O:29])[N:30]1[CH2:31][CH2:32][CH:33]([CH:36]=[O:37])[CH2:34][CH2:35]1.[CH2:38]1[O:39][CH2:40][CH2:41][CH2:42]1.[H-:18].[Na+:19].[O:1]=[C:2]([CH2:3][P:4](=[O:5])([O:6][CH2:7][CH3:8])[O:9][CH2:10][CH3:11])[c:12]1[cH:13][cH:14][cH:15][cH:16][cH:17]1>>[O:1]=[C:2]([CH:3]=[CH:36][CH:33]1[CH2:32][CH2:31][N:30]([C:28]([O:27][CH2:20][c:21]2[cH:22][cH:23][cH:24][cH:25][cH:26]2)=[O:29])[CH2:35][CH2:34]1)[c:12]1[cH:13][cH:14][cH:15][cH:16][cH:17]1. Reactants: BrC=1C=CC(=NC1)OCC=1C(=NOC1C)C1=CC=C(C=C1)F (5-bromo-2-[3-(4-fluoro-phenyl)-5-methyl-isoxazol-4-ylmethoxy]-pyridine), C(CCC)[Li] (n-butyllithium), CO (methanol), O1CC(C1)=O (3-oxetanone). The solvent is C1CCOC1 (THF). The product is FC1=CC=C(C=C1)C1=NOC(=C1COC1=CC=C(C=N1)C1(COC1)O)C (3-{6-[3-(4-Fluoro-phenyl)-5-methyl-isoxazol-4-ylmethoxy]-pyridin-3-yl}-oxetan-3-ol). Isolated yield 29.9%. Reaction SMILES: Br[C:2]1[CH:3]=[CH:4][C:5]([O:8][CH2:9][C:10]2[C:11]([C:16]3[CH:21]=[CH:20][C:19]([F:22])=[CH:18][CH:17]=3)=[N:12][O:13][C:14]=2[CH3:15])=[N:6][CH:7]=1.C([Li])CCC.[O:28]1[CH2:31][C:30](=[O:32])[CH2:29]1.CO>C1COCC1>[F:22][C:19]1[CH:20]=[CH:21][C:16]([C:11]2[C:10]([CH2:9][O:8][C:5]3[N:6]=[CH:7][C:2]([C:30]4([OH:32])[CH2:31][O:28][CH2:29]4)=[CH:3][CH:4]=3)=[C:14]([CH3:15])[O:13][N:12]=2)=[CH:17][CH:18]=1. Procedure: A solution of 5-bromo-2-[3-(4-fluoro-phenyl)-5-methyl-isoxazol-4-ylmethoxy]-pyridine (110 mg, 0.3 mmol) in THF (3 mL) was treated at −78° C. with n-butyllithium (1.6 M solution in hexanes, 189 μL, 0.3 mmol) and then with 3-oxetanone (23.0 mg, 0.3 mmol). After 20 minutes methanol was added and the mixture was warmed to room temperature. Concentration and purification by chromatography (silicagel, heptane:ethyl acetate=85:15 to 8:3) to afforded the title product (32 mg, 30%) which was obtained as ... Reactants: BrC1=CN=CC=2C(CCCC12)NC(CC)=O ((rac)-N-(4-bromo-5,6,7,8-tetrahydroisoquinolin-8-yl)propionamide), ClC1=C(C=C(C=C1)B(O)O)F (4-chloro-3-fluorophenylboronic acid). Yields the product ClC1=C(C=C(C=C1)C1=CN=CC=2C(CCCC12)NC(CC)=O)F ((rac)-N-(4-(4-Chloro-3-fluorophenyl)-5,6,7,8-tetrahydroisoquinolin-8-yl)propionamide). The yield is 83.0%. As a reaction SMILES: Br[C:2]1[C:11]2[CH2:10][CH2:9][CH2:8][CH:7]([NH:12][C:13](=[O:16])[CH2:14][CH3:15])[C:6]=2[CH:5]=[N:4][CH:3]=1.[Cl:17][C:18]1[CH:23]=[CH:22][C:21](B(O)O)=[CH:20][C:19]=1[F:27]>>[Cl:17][C:18]1[CH:23]=[CH:22][C:21]([C:2]2[C:11]3[CH2:10][CH2:9][CH2:8][CH:7]([NH:12][C:13](=[O:16])[CH2:14][CH3:15])[C:6]=3[CH:5]=[N:4][CH:3]=2)=[CH:20][C:19]=1[F:27]. Procedure: In analogy to the procedure described for the preparation of example 1, (rac)-N-(4-bromo-5,6,7,8-tetrahydroisoquinolin-8-yl)propionamide (intermediate A-1) was reacted with 4-chloro-3-fluorophenylboronic acid to give the title compound as light brown foam in 83% yield. MS: 333.4 (M+H+, 1Cl). Procedure details: In substantially the same manner as in Example 5, 1-amino-3-methylbutane (405 μl) was condensed with Fmoc-Trp-OH (1.35 g, Peptide Institute, Inc.) to give N-(Fmoc-L-tryptophanyl)-1-amino-3-methylbutane (1.54 g) as a white powder (yield 98%). A portion (1.44 g) of this product was, in substantially the same manner as in Example 17, subjected to deprotection of Fmoc group, which was then condensed with (2S,3S)-ethyl hydrogen transepoxysuccinate as obtained in Reference Example 8 (432 mg) to yield ... RXN SMILES: [NH:1]([C:16]([O:18][CH2:19][CH:20]1[C:32]2[C:27](=[CH:28][CH:29]=[CH:30][CH:31]=2)[C:26]2[C:21]1=[CH:22][CH:23]=[CH:24][CH:25]=2)=[O:17])[C@H:2]([C:13](O)=[O:14])[CH2:3][C:4]1[C:12]2[C:7](=[CH:8][CH:9]=[CH:10][CH:11]=2)[NH:6][CH:5]=1>NCCC(C)C>[C:16]([NH:1][C@H:2]([C:13]([NH:1][CH2:2][CH2:3][CH:4]([CH3:12])[CH3:5])=[O:14])[CH2:3][C:4]1[C:12]2[C:7](=[CH:8][CH:9]=[CH:10][CH:11]=2)[NH:6][CH:5]=1)([O:18][CH2:19][CH:20]1[C:32]2[C:27](=[CH:28][CH:29]=[CH:30][CH:31]=2)[C:26]2[C:21]1=[CH:22][CH:23]=[CH:24][CH:25]=2)=[O:17]. Product: C(=O)(OCC1C2=CC=CC=C2C2=CC=CC=C12)N[C@@H](CC1=CNC2=CC=CC=C12)C(=O)NCCC(C)C (N-(Fmoc-L-tryptophanyl)-1-amino-3-methylbutane). Run in NCCC(C)C (1-amino-3-methylbutane). Yield: 196.3%. Reactants: N([C@@H](CC1=CNC2=CC=CC=C12)C(=O)O)C(=O)OCC1C2=CC=CC=C2C2=CC=CC=C12 (Fmoc-Trp-OH). The reactants are ClC=1C=C(C(=O)OO)C=CC1 (m-Chloroperoxybenzoic acid), C(C)(=O)NC[C@H]1CN(C(O1)=O)C1=CC(=C(C=C1)S(=O)C)F (5-(S)-Acetamidomethyl-3-[4′-methylsulfinyl-3′-fluorophenyl]oxazolidine-2-one). The solvent is C(Cl)Cl (DCM). Conditions: time 2 hour. Product: C(C)(=O)NC[C@H]1CN(C(O1)=O)C1=CC(=C(C=C1)S(=O)(=O)C)F (5-(S)-Acetamidomethyl-3-[4′-methylsulfonyl-3′-fluorophenyl]oxazolidine-2-one). Isolated yield 91.7%. As a reaction SMILES: ClC1C=C(C=CC=1)C(OO)=[O:6].[C:12]([NH:15][CH2:16][C@@H:17]1[O:21][C:20](=[O:22])[N:19]([C:23]2[CH:28]=[CH:27][C:26]([S:29]([CH3:31])=[O:30])=[C:25]([F:32])[CH:24]=2)[CH2:18]1)(=[O:14])[CH3:13]>C(Cl)Cl>[C:12]([NH:15][CH2:16][C@@H:17]1[O:21][C:20](=[O:22])[N:19]([C:23]2[CH:28]=[CH:27][C:26]([S:29]([CH3:31])(=[O:6])=[O:30])=[C:25]([F:32])[CH:24]=2)[CH2:18]1)(=[O:14])[CH3:13]. Reported procedure: m-Chloroperoxybenzoic acid (77%, 0.0784 g, 0.350 mmol) was added portionwise to a solution of 5-(S)-Acetamidomethyl-3-[4′-methylsulfinyl-3′-fluorophenyl]oxazolidine-2-one (0.110 g, 0.350 mmol) in DCM (20 ml) at r.t. The mixture was stirred for 2 h, then washed with aq. saturated sodium bicarbonate, brine, dried (MgSO4), and evaporated to give product as a white solid (0.106 g, 92%). MS (m/z): [M+H]+=331.